Task: describe an organic reaction: reactants, conditions, products, and yield. Dataset: the Open Reaction Database (ORD), a public repository of structured organic reaction records Reactants: CN1CCC(=CC1)C1=C(C=C2C(NCC2)=O)C=CC=C1 (3-[2-(1-Methyl-1,2,3,6-tetrahydro-pyridin-4-yl)-benzylidene]-pyrrolidin-2-one), [H][H] (hydrogen). Reagents/catalysts: [Pd] (palladium on carbon). The solvent is CO (methanol). Conditions: temperature 50 celsius. Product: CN1CCC(CC1)C1=C(CC2C(NCC2)=O)C=CC=C1 (3-[2-(1-Methyl-piperidin-4-yl)-benzyl]-pyrrolidin-2-one). Yield: 99.0%. RXN SMILES: [CH3:1][N:2]1[CH2:7][CH:6]=[C:5]([C:8]2[CH:20]=[CH:19][CH:18]=[CH:17][C:9]=2[CH:10]=[C:11]2[CH2:15][CH2:14][NH:13][C:12]2=[O:16])[CH2:4][CH2:3]1.[H][H]>[Pd].CO>[CH3:1][N:2]1[CH2:7][CH2:6][CH:5]([C:8]2[CH:20]=[CH:19][CH:18]=[CH:17][C:9]=2[CH2:10][CH:11]2[CH2:15][CH2:14][NH:13][C:12]2=[O:16])[CH2:4][CH2:3]1. Procedure details: A mixture of 3-[2-(1-Methyl-1,2,3,6-tetrahydro-pyridin-4-yl)-benzylidene]-pyrrolidin-2-one (Example 78), 308 mg, 1.15 mmol) and 10% palladium on carbon (300 mg) in methanol (20 mL) was placed under 50 psi hydrogen and was heated at 50° C. for 8 hours. The mixture was cooled to room temperature, was filtered through Celite™, and the solvent was removed in vacuo to afford 310 mg (99% yield) of the title compound. 13C NMR (100 MHz, CDCl3) d 180.1, 144.5, 136.8, 129.9, 127.1, 126.6, 126.2, 56.7, 46....